Dataset: the Open Reaction Database (ORD), a public repository of structured organic reaction records. Task: describe an organic reaction: reactants, conditions, products, and yield Starting materials: ClC1=NC(=CC(=N1)C(C)(C)O)N1CCOCC1 (2-(2-chloro-6-morpholin-4-yl-pyrimidin-4-yl)-propan-2-ol), COC=1C=C(C=CC1N1C=NC(=C1)C)N (3-methoxy-4-(4-methyl-imidazol-1-yl)-phenylamine). The product is COC=1C=C(C=CC1N1C=NC(=C1)C)NC1=NC(=CC(=N1)C(C)(C)O)N1CCOCC1 (2-{2-[3-Methoxy-4-(4-methyl-imidazol-1-yl)-phenylamino]-6-morpholin-4-yl-pyrimidin-4-yl}-propan-2-ol). As a reaction SMILES: Cl[C:2]1[N:7]=[C:6]([C:8]([OH:11])([CH3:10])[CH3:9])[CH:5]=[C:4]([N:12]2[CH2:17][CH2:16][O:15][CH2:14][CH2:13]2)[N:3]=1.[CH3:18][O:19][C:20]1[CH:21]=[C:22]([NH2:32])[CH:23]=[CH:24][C:25]=1[N:26]1[CH:30]=[C:29]([CH3:31])[N:28]=[CH:27]1>>[CH3:18][O:19][C:20]1[CH:21]=[C:22]([NH:32][C:2]2[N:7]=[C:6]([C:8]([OH:11])([CH3:10])[CH3:9])[CH:5]=[C:4]([N:12]3[CH2:17][CH2:16][O:15][CH2:14][CH2:13]3)[N:3]=2)[CH:23]=[CH:24][C:25]=1[N:26]1[CH:30]=[C:29]([CH3:31])[N:28]=[CH:27]1. Reported procedure: Using in analogous manner the procedure described in example 1e), 2-(2-chloro-6-morpholin-4-yl-pyrimidin-4-yl)-propan-2-ol (77 mg, 0.3 mmol) was reacted with 3-methoxy-4-(4-methyl-imidazol-1-yl)-phenylamine (61 mg, 0.3 mmol) to give the title compound was obtained as light yellow foam (62 mg, 49%). MS ISP (m/e): 425.2 [(M+H)+].) 1 1H NMR (CDCl3, 300 MHz): (ppm)=7.82 (s, 2H), 7.16 (d, 1H), 6.98 (dd, 1H), 6.95 (s, 1H), 6.87 (s, 1H), 6.12 (s, 1H), 4.15 (br s, 1H), 3.81 (s, 3H), 3.78 and 3.65 (2 m, ...